Dataset: the Open Reaction Database (ORD), a public repository of structured organic reaction records. Task: describe an organic reaction: reactants, conditions, products, and yield Reactants: CCCOc1ccccc1-c1nc2nc(SC)ncc2c(=O)[nH]1, CCO, NCCO. Yields the product CCCOc1ccccc1-c1nc2nc(NCCO)ncc2c(=O)[nH]1. RXN SMILES: [CH3:1][S:2][c:3]1[n:4][cH:5][c:6]2[c:7]([n:8]1)[n:9][c:10](-[c:14]1[c:15]([O:20][CH2:21][CH2:22][CH3:23])[cH:16][cH:17][cH:18][cH:19]1)[nH:11][c:12]2=[O:13].[CH3:28][CH2:29][OH:30].[NH2:24][CH2:25][CH2:26][OH:27]>>[c:3]1([NH:24][CH2:25][CH2:26][OH:27])[n:4][cH:5][c:6]2[c:7]([n:8]1)[n:9][c:10](-[c:14]1[c:15]([O:20][CH2:21][CH2:22][CH3:23])[cH:16][cH:17][cH:18][cH:19]1)[nH:11][c:12]2=[O:13]. Starting materials: [K+], CC(N)C(=O)NCC(=O)N(C)c1ccccc1C(=O)c1ccccc1, [NH4+], O=[N+]([O-])[O-], [OH-], O=S(=O)(O)O. Product: CC(N)C(=O)NCC(=O)N(C)c1ccc([N+](=O)[O-])cc1C(=O)c1ccccc1. RXN SMILES: [K+:26].[NH2:1][CH:2]([CH3:3])[C:4](=[O:5])[NH:6][CH2:7][C:8](=[O:9])[N:10]([CH3:11])[c:12]1[c:13]([C:18]([c:19]2[cH:20][cH:21][cH:22][cH:23][cH:24]2)=[O:25])[cH:14][cH:15][cH:16][cH:17]1.[NH4+:31].[O-:27][N+:28]([O-:29])=[O:30].[OH-:32].[S:33](=[O:34])(=[O:35])([OH:36])[OH:37]>>[NH2:1][CH:2]([CH3:3])[C:4](=[O:5])[NH:6][CH2:7][C:8](=[O:9])[N:10]([CH3:11])[c:12]1[c:13]([C:18]([c:19]2[cH:20][cH:21][cH:22][cH:23][cH:24]2)=[O:25])[cH:14][c:15]([N+:28](=[O:27])[O-:29])[cH:16][cH:17]1. The reactants are OC1=CC=C(C=O)C=C1 (4-hydroxybenzaldehyde), C([O-])([O-])=O.[K+].[K+] (potassium carbonate), C(C#C)Br (propargyl bromide), solution. Run in C1(=CC=CC=C1)C (toluene), CC(=O)C (acetone). Product: C(C#C)OC1=C(C=O)C=CC=C1 (prop-2-ynyloxybenzaldehyde). As a reaction SMILES: O[C:2]1[CH:9]=[CH:8][C:5]([CH:6]=[O:7])=[CH:4][CH:3]=1.[C:10](=[O:13])([O-])[O-].[K+].[K+].[CH2:16](Br)[C:17]#C>C1(C)C=CC=CC=1.CC(C)=O>[CH2:10]([O:13][C:8]1[CH:9]=[CH:2][CH:3]=[CH:4][C:5]=1[CH:6]=[O:7])[C:16]#[CH:17] |f:1.2.3|. Procedure: A solution of 4-hydroxybenzaldehyde (1 g, 8.2 mmol), of potassium carbonate (2.27 g, 16.4 mmol) and of propargyl bromide (1.4 ml of a solution at 80% in toluene) in 50 ml of anhydrous acetone is heated under reflux for 5 hours. The reaction medium is cooled to room temperature, filtered and concentrated. The crude reaction product obtained is purified using a chromatography column on silica gel, eluting with dichloromethane. 1.31 g (quantitative yield) of prop-2-ynyloxybenzaldehyde are obtained ... Starting materials: NC=1C(=CC2=C(C(=NO2)C(C(=O)OC)C)C1)F (methyl 5-amino-6-fluoro-α-methyl-1,2-benzisoxazole-3-acetate), C/C=1/C(=O)OC(\C1\C)=O (2,3-dimethylmaleic anhydride), ether hexanes. The solvent is C(C)(=O)O (acetic acid). Product: CC=1C(N(C(C1C)=O)C=1C(=CC2=C(C(=NO2)C(C(=O)OC)C)C1)F)=O (Methyl 5-(3,4-dimethyl-2,5-dioxo-3-pyrrolin-1-yl)-6-fluoro-α-methyl-1,2-benzisoxazole-3-acetate). Reaction SMILES: [NH2:1][C:2]1[C:3]([F:17])=[CH:4][C:5]2[O:9][N:8]=[C:7]([CH:10]([CH3:15])[C:11]([O:13][CH3:14])=[O:12])[C:6]=2[CH:16]=1.[CH3:18][C:19]1[C:20]([O:22][C:23](=O)[C:24]=1[CH3:25])=[O:21]>C(O)(=O)C>[CH3:25][C:24]1[C:23](=[O:22])[N:1]([C:2]2[C:3]([F:17])=[CH:4][C:5]3[O:9][N:8]=[C:7]([CH:10]([CH3:15])[C:11]([O:13][CH3:14])=[O:12])[C:6]=3[CH:16]=2)[C:20](=[O:21])[C:19]=1[CH3:18]. Reported procedure: A solution of methyl 5-amino-6-fluoro-α-methyl-1,2-benzisoxazole-3-acetate (2.6 g, 11.0 mmol) in acetic acid is added to 2,3-dimethylmaleic anhydride (1.39 g, 11.0 mmol). The reaction mixture is refluxed for several hours and concentrated in vacuo to obtain a brown oil. A solution of the oil in ether is washed sequentially with sodium hydrogen carbonate solution and brine, dried over anhydrous sodium sulfate and concentrated in vacuo to obtain a brown oil. Column chromatography of the oil using ... Reactants: BrC1=NC=C(C2=C1C=CO2)Br (4,7-dibromofuro[3,2-c]pyridine), C(=O)O[Na] (HCO2Na). The reagents and catalysts are C=1C=CC(=CC1)[P](C=2C=CC=CC2)(C=3C=CC=CC3)[Pd]([P](C=4C=CC=CC4)(C=5C=CC=CC5)C=6C=CC=CC6)([P](C=7C=CC=CC7)(C=8C=CC=CC8)C=9C=CC=CC9)[P](C=1C=CC=CC1)(C=1C=CC=CC1)C=1C=CC=CC1 (Pd(PPh3)4). Run in O (water), CCOC(=O)C (EtOAc), CN(C)C=O (DMF). Conditions: temperature 100 celsius. Product: BrC=1C2=C(C=NC1)C=CO2 (7-Bromofuro[3,2-c]pyridine). The yield is 77.0%. RXN SMILES: Br[C:2]1[C:7]2[CH:8]=[CH:9][O:10][C:6]=2[C:5]([Br:11])=[CH:4][N:3]=1.C(O[Na])=O>CN(C=O)C.O.CCOC(C)=O.C1C=CC([P]([Pd]([P](C2C=CC=CC=2)(C2C=CC=CC=2)C2C=CC=CC=2)([P](C2C=CC=CC=2)(C2C=CC=CC=2)C2C=CC=CC=2)[P](C2C=CC=CC=2)(C2C=CC=CC=2)C2C=CC=CC=2)(C2C=CC=CC=2)C2C=CC=CC=2)=CC=1>[Br:11][C:5]1[C:6]2[O:10][CH:9]=[CH:8][C:7]=2[CH:2]=[N:3][CH:4]=1 |^1:31,33,52,71|. Procedure: A suspension of 4,7-dibromofuro[3,2-c]pyridine (3.50 g, 12.6 mmol), HCO2Na (2.59 g, 38.1 mmol) and Pd(PPh3)4 (360 mg, 0.32 mmol) in dry DMF (35 mL) was heated at 100° C. (bath temperature) under Ar for 9 h. LC-MS showed the reaction was almost complete. The mixture was diluted with water (50 mL) and EtOAc (200 mL). Layers were separated and the organic phase was washed with water (3×40 mL), brine (40 mL), and dried over Na2SO4. The solvent was removed and residue was purified by silica gel chrom... Reactants: CC1=C(C=C(N)C=C1)OC (4-methyl-3-methoxyaniline), N(=O)[O-].[Na+] (sodium nitrite), stannous chloride dihydrate, Cl (hydrochloric acid). Solvent: O (water). Yields the product CC1=C(C=C(C=C1)NN)OC (4-Methyl-3-methoxyphenyl hydrazine). Yield: 52.2%. As a reaction SMILES: [CH3:1][C:2]1[CH:8]=[CH:7][C:5]([NH2:6])=[CH:4][C:3]=1[O:9][CH3:10].[N:11]([O-])=O.[Na+].Cl>O>[CH3:1][C:2]1[CH:8]=[CH:7][C:5]([NH:6][NH2:11])=[CH:4][C:3]=1[O:9][CH3:10] |f:1.2|. Procedure: The compound was prepared by a method analogous to that of Example 22, Step 1. The reaction of 100 g (0.73 mole) of 4-methyl-3-methoxyaniline and 50.5 g (0.73 mole) of sodium nitrite in the presence of 330 g (1.46 moles) of stannous chloride dihydrate, 1160 mL of concentrated hydrochloric acid and 250 mL of water gave 58.0 g of product as an oil. Starting materials: CCN(C(C)C)C(C)C (DIPEA), ClC=1C=CC=C2C(NN=C(C12)CC=1C=C(C(=O)O)C=C(C1)F)=O (3-((8-chloro-4-oxo-3,4-dihydrophthalazin-1-yl)methyl)-5-fluorobenzoic acid), C(C)OC1CCNCC1 (4-ethoxypiperidine), 2-(1H-benzo[d][1,2,3]triazol-1-yl)-1,1,3,3-tetramethylisouronium tetrafluoroborate. The solvent is CN(C)C=O (DMF). Reaction conditions: time 1 hour. Product: ClC1=C2C(=NNC(C2=CC=C1)=O)CC1=CC(=CC(=C1)F)C(=O)N1CCC(CC1)OCC (5-chloro-4-(3-(4-ethoxypiperidine-1-carbonyl)-5-fluorobenzyl)phthalazin-1(2H)-one). Reaction SMILES: [Cl:1][C:2]1[CH:3]=[CH:4][CH:5]=[C:6]2[C:11]=1[C:10]([CH2:12][C:13]1[CH:14]=[C:15]([CH:19]=[C:20]([F:22])[CH:21]=1)[C:16](O)=[O:17])=[N:9][NH:8][C:7]2=[O:23].[CH2:24]([O:26][CH:27]1[CH2:32][CH2:31][NH:30][CH2:29][CH2:28]1)[CH3:25].CCN(C(C)C)C(C)C>CN(C=O)C>[Cl:1][C:2]1[CH:3]=[CH:4][CH:5]=[C:6]2[C:11]=1[C:10]([CH2:12][C:13]1[CH:21]=[C:20]([F:22])[CH:19]=[C:15]([C:16]([N:30]3[CH2:31][CH2:32][CH:27]([O:26][CH2:24][CH3:25])[CH2:28][CH2:29]3)=[O:17])[CH:14]=1)=[N:9][NH:8][C:7]2=[O:23]. Procedure details: 3-((8-chloro-4-oxo-3,4-dihydrophthalazin-1-yl)methyl)-5-fluorobenzoic acid (128), 4-ethoxypiperidine and 2-(1H-benzo[d][1,2,3]triazol-1-yl)-1,1,3,3-tetramethylisouronium tetrafluoroborate were dissolved in DMF (10 mL), to this was added DIPEA and the reaction was stirred for 1 hour. The solvent was evaporated to dryness and the gum was dissolved in acetonitrile (4 mL) and purified by preparative HPLC (Waters XBridge Prep C18 OBD column, 5μ silica, 19 mm diameter, 100 mm length), using decreasing... The reactants are COC(=O)c1ncnc2c1ncn2-c1ccc(NC(=O)Nc2ccc(Cl)c(C(F)(F)F)c2)cc1, CO, [Na+], [OH-]. The product is O=C(Nc1ccc(-n2cnc3c(C(=O)O)ncnc32)cc1)Nc1ccc(Cl)c(C(F)(F)F)c1. Reaction SMILES: [CH3:1][O:2][C:3](=[O:4])[c:5]1[c:6]2[n:7][cH:8][n:9](-[c:14]3[cH:15][cH:16][c:17]([NH:20][C:21](=[O:22])[NH:23][c:24]4[cH:25][c:26]([C:31]([F:32])([F:33])[F:34])[c:27]([Cl:30])[cH:28][cH:29]4)[cH:18][cH:19]3)[c:10]2[n:11][cH:12][n:13]1.[CH3:37][OH:38].[Na+:36].[OH-:35]>>[O:2]=[C:3]([OH:4])[c:5]1[c:6]2[n:7][cH:8][n:9](-[c:14]3[cH:15][cH:16][c:17]([NH:20][C:21](=[O:22])[NH:23][c:24]4[cH:25][c:26]([C:31]([F:32])([F:33])[F:34])[c:27]([Cl:30])[cH:28][cH:29]4)[cH:18][cH:19]3)[c:10]2[n:11][cH:12][n:13]1.